Dataset: the Open Reaction Database (ORD), a public repository of structured organic reaction records. Task: describe an organic reaction: reactants, conditions, products, and yield Reported procedure: A suspension of 2-methylthiomethyl-6-methyl-4-(3-nitrophenyl)-3-carboethoxy-5-carboallyloxy-1,4-dihydropyridine (g 0.27), palladium on charcoal (10% 6 mg), ammonium formate (mg 71) and triphenylphosphine (mg 3) in anhydrous 1,4-dioxane, is heated at the reflux temperature for 8 hours. The reaction mixture is cooled at room temperature, poured into an aqueous solution of hydrochloric acid (pH=2) and extracted with ethyl acetate (2×20 ml). The combined organic extracts are washed with aqueous sodi... Reagents/catalysts: [Pd] (palladium on charcoal). The product is C(=O)(O)C=1C(C(=C(NC1C)CSC)C(=O)OCC)C1=CC(=CC=C1)[N+](=O)[O-] (5-carboxy-2-methylthiomethyl-6-methyl-4-(3-nitrophenyl)-3-carboethoxy-1,4-dihydropyridine). Solvent: O1CCOCC1 (1,4-dioxane). The reactants are Cl (hydrochloric acid), CSCC=1NC(=C(C(C1C(=O)OCC)C1=CC(=CC=C1)[N+](=O)[O-])C(=O)OCC=C)C (2-methylthiomethyl-6-methyl-4-(3-nitrophenyl)-3-carboethoxy-5-carboallyloxy-1,4-dihydropyridine), C(=O)[O-].[NH4+] (ammonium formate), C1(=CC=CC=C1)P(C1=CC=CC=C1)C1=CC=CC=C1 (triphenylphosphine). Reaction SMILES: [CH3:1][S:2][CH2:3][C:4]1[NH:5][C:6]([CH3:30])=[C:7]([C:24]([O:26]CC=C)=[O:25])[CH:8]([C:15]2[CH:20]=[CH:19][CH:18]=[C:17]([N+:21]([O-:23])=[O:22])[CH:16]=2)[C:9]=1[C:10]([O:12][CH2:13][CH3:14])=[O:11].C([O-])=O.[NH4+].C1(P(C2C=CC=CC=2)C2C=CC=CC=2)C=CC=CC=1.Cl>[Pd].O1CCOCC1>[C:24]([C:7]1[CH:8]([C:15]2[CH:20]=[CH:19][CH:18]=[C:17]([N+:21]([O-:23])=[O:22])[CH:16]=2)[C:9]([C:10]([O:12][CH2:13][CH3:14])=[O:11])=[C:4]([CH2:3][S:2][CH3:1])[NH:5][C:6]=1[CH3:30])([OH:26])=[O:25] |f:1.2|. The reactants are O=C([O-])[O-], CS(=O)(=O)Nc1cccc(NC(=C2C(=O)Nc3ccccc32)c2ccccc2)c1, CI, CC(C)=O, [K+], [K+]. Yields the product CN(c1cccc(NC(=C2C(=O)Nc3ccccc32)c2ccccc2)c1)S(C)(=O)=O. As a reaction SMILES: [C:32](=[O:33])([O-:34])[O-:35].[CH3:1][S:2](=[O:3])(=[O:4])[NH:5][c:6]1[cH:7][c:8]([NH:12][C:13]([c:14]2[cH:15][cH:16][cH:17][cH:18][cH:19]2)=[C:20]2[C:21](=[O:29])[NH:22][c:23]3[cH:24][cH:25][cH:26][cH:27][c:28]32)[cH:9][cH:10][cH:11]1.[CH3:30][I:31].[CH3:38][C:39](=[O:40])[CH3:41].[K+:36].[K+:37]>>[CH3:1][S:2](=[O:3])(=[O:4])[N:5]([c:6]1[cH:7][c:8]([NH:12][C:13]([c:14]2[cH:15][cH:16][cH:17][cH:18][cH:19]2)=[C:20]2[C:21](=[O:29])[NH:22][c:23]3[cH:24][cH:25][cH:26][cH:27][c:28]32)[cH:9][cH:10][cH:11]1)[CH3:32]. Starting materials: C(=O)C1=C(C=CC=C1)NC(CC)=O (N-(2-Formyl-phenyl)-propionamide), N (ammonia). Run at temperature 100 celsius. Yields the product C(C)C1=NC2=CC=CC=C2C=N1 (2-Ethyl-quinazoline). Isolated yield 100.0%. Reaction SMILES: [CH:1]([C:3]1[CH:8]=[CH:7][CH:6]=[CH:5][C:4]=1[NH:9][C:10](=O)[CH2:11][CH3:12])=O.[NH3:14]>>[CH2:11]([C:10]1[N:14]=[CH:1][C:3]2[C:4](=[CH:5][CH:6]=[CH:7][CH:8]=2)[N:9]=1)[CH3:12]. Reported procedure: N-(2-Formyl-phenyl)-propionamide (1.65 g, 9.3 mmol) was combined with ammonia (24 mL, 2M solution in methanol) in a flask fitted with a condenser and stopper with a needle to vent. The reaction was heated to 100° C. for 1 day. The reaction mixture was concentrated in vacuo to yield the crude product as an orange oil (1.47 g, 100%). This product was used without further purification. 1H NMR (400 MHz, CDCl3) δ 9.36 (s, 1H), 7.99 (d, J=10.0 Hz, 1H), 7.89 (m, 2H), 7.60 (t, J=8.1 Hz, 1H), 3.16 (q, J=... The reactants are C(#N)P(OCC)(OCC)=O (diethyl cyanophosphonate), C([O-])(O)=O.[Na+] (sodium bicarbonate), CC1=CC=C(C=C1)C=1C=CC2=C(CC(CCO2)C(=O)O)C1 (7-(4-methylphenyl)-2,3,4,5-tetrahydro-1-benzooxepine-4-carboxylic acid), CN(C1CCOCC1)CC1=CC=C(N)C=C1 (4-[N-methyl-N-(tetrahydropyran-4-yl)aminomethyl]aniline). The solvent is C(C)N(CC)CC (triethylamine), CN(C)C=O (DMF). Run at temperature 0 celsius, time 8 hour. Product: CN(C1CCOCC1)CC1=C(C=CC=C1)C1(CCOC2=C(C1)C=C(C=C2)C2=CC=C(C=C2)C)C(=O)N (4-[(N-methyl-N-(tetrahydropyran-4-yl)aminomethyl)phenyl]-7-(4-methylphenyl)-2,3,4,5-tetrahydro-1-benzooxepine-4-carboxamide). As a reaction SMILES: [CH3:1][C:2]1[CH:7]=[CH:6][C:5]([C:8]2[CH:9]=[CH:10][C:11]3[O:17][CH2:16][CH2:15][CH:14]([C:18](O)=[O:19])[CH2:13][C:12]=3[CH:21]=2)=[CH:4][CH:3]=1.[CH3:22][N:23]([CH2:30][C:31]1[CH:37]=[CH:36][C:34](N)=[CH:33][CH:32]=1)[CH:24]1[CH2:29][CH2:28][O:27][CH2:26][CH2:25]1.C(P(=O)(OCC)OCC)#[N:39].C(=O)(O)[O-].[Na+]>CN(C=O)C.C(N(CC)CC)C>[CH3:22][N:23]([CH2:30][C:31]1[CH:37]=[CH:36][CH:34]=[CH:33][C:32]=1[C:14]1([C:18]([NH2:39])=[O:19])[CH2:13][C:12]2[CH:21]=[C:8]([C:5]3[CH:6]=[CH:7][C:2]([CH3:1])=[CH:3][CH:4]=3)[CH:9]=[CH:10][C:11]=2[O:17][CH2:16][CH2:15]1)[CH:24]1[CH2:29][CH2:28][O:27][CH2:26][CH2:25]1 |f:3.4|. Reported procedure: Into a solution of 7-(4-methylphenyl)-2,3,4,5-tetrahydro-1-benzooxepine-4-carboxylic acid (141 mg) and 4-[N-methyl-N-(tetrahydropyran-4-yl)aminomethyl]aniline (110 mg) in DMF (4 ml) were added under ice cooling diethyl cyanophosphonate (0.08 ml) and triethylamine (0.08 ml). After being stirred at 0° C. for 30 minutes and at room temperature for 8 hours, an aqueous solution of sodium bicarbonate was added into the reaction mixture under ice cooling. The resulting mixture was extracted with ethyl ...